Dataset: the Open Reaction Database (ORD), a public repository of structured organic reaction records. Task: describe an organic reaction: reactants, conditions, products, and yield The reactants are C(C)N(C(=O)[C@H]1CN(CCC1)C(=O)OC(C)(C)C)C ((R)-tert-butyl 3-(ethyl(methyl)carbamoyl)piperidine-1-carboxylate), Cl (hydrogen chloride). Solvent: C(C)OCC (diethyl ether). Run at time 30 minute. Product: C(C)N(C(=O)[C@H]1CNCCC1)C ((R)—N-ethyl-N-methylpiperidine-3-carboxamide). The yield is 158.7%. Reaction SMILES: [CH2:1]([N:3]([CH3:19])[C:4]([C@@H:6]1[CH2:11][CH2:10][CH2:9][N:8](C(OC(C)(C)C)=O)[CH2:7]1)=[O:5])[CH3:2].Cl>C(OCC)C>[CH2:1]([N:3]([CH3:19])[C:4]([C@@H:6]1[CH2:11][CH2:10][CH2:9][NH:8][CH2:7]1)=[O:5])[CH3:2]. Reported procedure: To a solution of (R)-tert-butyl 3-(ethyl(methyl)carbamoyl)piperidine-1-carboxylate (1 g, 3.7 mmol) in diethyl ether (10 mL) at 0° C. was added ethereal hydrogen chloride (15 mL). The reaction mixture was warmed to room temperature and was stirred at that temperature for 30 min. The solvent was distilled and the resulting residue was washed with diethyl ether to afford (R)—N-ethyl-N-methylpiperidine-3-carboxamide (1 g). MS (ES+) (M+H) 171.23; LCMS retention time 2.38 min (Method M1).